Dataset: the Open Reaction Database (ORD), a public repository of structured organic reaction records. Task: describe an organic reaction: reactants, conditions, products, and yield Starting materials: CC(=Cc1ccc(C(=O)O)cc1)[N+](=O)[O-], O=[N+]([O-])O, O=S(=O)(O)O. Yields the product CC(=Cc1ccc(C(=O)O)cc1[N+](=O)[O-])[N+](=O)[O-]. As a reaction SMILES: [C:10](=[O:11])([OH:12])[c:13]1[cH:14][cH:15][c:16]([CH:19]=[C:20]([CH3:21])[N+:22](=[O:23])[O-:24])[cH:17][cH:18]1.[OH:1][N+:2]([O-:3])=[O:4].[S:5](=[O:6])(=[O:7])([OH:8])[OH:9]>>[O:1]=[N+:2]([O-:3])[c:17]1[c:16]([CH:19]=[C:20]([CH3:21])[N+:22](=[O:23])[O-:24])[cH:15][cH:14][c:13]([C:10](=[O:11])[OH:12])[cH:18]1. Starting materials: O=Cc1cc(Br)c2ccccc2c1, C1CCOC1, [Li]CCCC, CCCCCC, [Cl-], Fc1ccc2sccc2c1, [NH4+]. The product is OC(c1cc(Br)c2ccccc2c1)c1cc2cc(F)ccc2s1. Reaction SMILES: [Br:22][c:23]1[cH:24][c:25]([CH:33]=[O:34])[cH:26][c:27]2[cH:28][cH:29][cH:30][cH:31][c:32]12.[CH2:37]1[O:38][CH2:39][CH2:40][CH2:41]1.[CH2:7]([Li:8])[CH2:9][CH2:10][CH3:11].[CH3:1][CH2:2][CH2:3][CH2:4][CH2:5][CH3:6].[Cl-:35].[F:12][c:13]1[cH:14][c:15]2[c:16]([s:17][cH:18][cH:19]2)[cH:20][cH:21]1.[NH4+:36]>>[F:12][c:13]1[cH:14][c:15]2[c:16]([s:17][c:18]([CH:33]([c:25]3[cH:24][c:23]([Br:22])[c:32]4[c:27]([cH:26]3)[cH:28][cH:29][cH:30][cH:31]4)[OH:34])[cH:19]2)[cH:20][cH:21]1. Starting materials: C(C)OP(OCC)(=O)C=C1C2=C(NCCN1)C(=CC=C2)Cl ((9-chloro-1,2,3,4-tetrahydrobenzo[e][1,4]diazepin-5-ylidenemethyl)phosphonic acid diethyl ester), [H-].[Na+] (sodium hydride), ClC=1C=C(C=O)C=CC1Cl (3,4-dichlorobenzaldehyde). The solvent is O1CCCC1 (tetrahydrofuran). Conditions: time 18 hour. The product is Cl.Cl.ClC1=CC=CC=2/C(=N/CCNC21)/C=CC2=CC(=C(C=C2)Cl)Cl ((E)-9-chloro-5-(3,4-dichlorostyryl)-2,3-dihydro-1H-1,4-benzodiazepine dihydrochloride). Yield: 154.2%. RXN SMILES: C(OP([CH:9]=[C:10]1[NH:16][CH2:15][CH2:14][NH:13][C:12]2[C:17]([Cl:21])=[CH:18][CH:19]=[CH:20][C:11]1=2)(=O)OCC)C.[H-].[Na+].[Cl:24][C:25]1[CH:26]=[C:27]([CH:30]=[CH:31][C:32]=1[Cl:33])[CH:28]=O>O1CCCC1>[ClH:21].[ClH:24].[Cl:21][C:17]1[C:12]2[NH:13][CH2:14][CH2:15][N:16]=[C:10]([CH:9]=[CH:28][C:27]3[CH:30]=[CH:31][C:32]([Cl:33])=[C:25]([Cl:24])[CH:26]=3)[C:11]=2[CH:20]=[CH:19][CH:18]=1 |f:1.2,5.6.7|. Procedure details: To a solution of 91 mg (0.275 mmol) of (9-chloro-1,2,3,4-tetrahydrobenzo[e][1,4]diazepin-5-ylidenemethyl)phosphonic acid diethyl ester in 2 ml of tetrahydrofuran was added 19 mg (0.48 mmol) of sodium hydride (60% dispersion in mineral oil). After 10 minutes 50 mg (0.29 mmol) of 3,4-dichlorobenzaldehyde was added and the mixture was stirred for 18 hours. The product was purified by column chromatography (20 g IST pre-packed column) eluting with 1% methanol/dichloromethane and treated with 0.10 ml... Reactants: Cl (hydrochloric acid), compound, [F-].[Cs+] (cesium fluoride), CN(C1=CC=CC=C1)C (dimethylaniline), C([O-])([O-])=O.[K+].[K+] (Potassium carbonate), C(C#C)Br (propargyl bromide), BrC1=C(C=C(C(=C1)F)F)O (2-bromo-4,5-difluorophenol). Run in C(C)(=O)OCC (ethyl acetate), CN(C)C=O (DMF). Reaction conditions: time 8 hour. The product is BrC1=CC(=C(C=2C=C(OC21)C)F)F (7-bromo-4,5-difluoro-2-methyl-1-benzofuran). Isolated yield 14.0%. As a reaction SMILES: C(=O)([O-])[O-].[K+].[K+].[CH2:7](Br)[C:8]#[CH:9].[Br:11][C:12]1[CH:17]=[C:16]([F:18])[C:15]([F:19])=[CH:14][C:13]=1[OH:20].[F-].[Cs+].CN(C)C1C=CC=CC=1.Cl>CN(C=O)C.C(OCC)(=O)C>[Br:11][C:12]1[C:13]2[O:20][C:8]([CH3:9])=[CH:7][C:14]=2[C:15]([F:19])=[C:16]([F:18])[CH:17]=1 |f:0.1.2,5.6|. Reported procedure: Potassium carbonate (1.38 g, 10.0 mmol) and propargyl bromide (0.414 mL, 5.50 mmol) were added to a solution (25 mL) of 2-bromo-4,5-difluorophenol (1.05 g, 5.00 mmol) in DMF, and stirred at room temperature overnight. The solvent was distilled away under reduced pressure, and after diluted with ethyl acetate, the resultant was washed with water and saturated brine, and dried over anhydrous magnesium sulfate. The solvent was distilled away, and the residue was purified by silica gel chromatograph... The reactants are ClC=1C=C(C#N)C=CC1OC (3-chloro-4-methoxybenzonitrile), C(C)N(C(C1=C(C=C(C=C1)OC)C)=O)CC (N,N-diethyl-4-methoxy-2-methylbenzamide), C(C)(C)(C)[Li] (tert-butyllithium), CCCCC (pentane). Solvent: C1CCOC1 (THF), C1CCOC1 (THF). Reaction conditions: time 16 hour. The product is ClC=1C=C(C=CC1OC)C=1N=C(C2=CC=C(C=C2C1)OC)O (3-(3-chloro-4-methoxyphenyl)-6-methoxyisoquinolin-1-ol). Yield: 84.1%. RXN SMILES: C([N:3]([CH2:15][CH3:16])[C:4](=[O:14])[C:5]1[CH:10]=[CH:9][C:8]([O:11][CH3:12])=[CH:7][C:6]=1[CH3:13])C.C([Li])(C)(C)C.CCCCC.[Cl:27][C:28]1[CH:29]=C([CH:33]=[CH:34][C:35]=1[O:36][CH3:37])C#N>C1COCC1>[Cl:27][C:28]1[CH:29]=[C:16]([C:15]2[N:3]=[C:4]([OH:14])[C:5]3[C:6]([CH:13]=2)=[CH:7][C:8]([O:11][CH3:12])=[CH:9][CH:10]=3)[CH:33]=[CH:34][C:35]=1[O:36][CH3:37]. Reported procedure: To a solution of N,N-diethyl-4-methoxy-2-methylbenzamide (1 g, 4.52 mmol) in THF (9 ml) at −78° C. was added dropwise tert-butyllithium 1.7 M in pentane (3.19 ml, 5.42 mmol) and the solution was stirred for 0.5 h before addition of 3-chloro-4-methoxybenzonitrile (0.757 g, 4.52 mmol) in THF (9 ml). The resulting solution was warmed to rt and stirred for 16 h. The reaction mixture was quenched with water, neutralized with 1 N HCl. The precipitated solid was collected and washed with water to give ...